From a dataset of the Open Reaction Database (ORD), a public repository of structured organic reaction records. describe an organic reaction: reactants, conditions, products, and yield Reactants: CC(C(=O)N1CCNCC1)(C)C (2,2-dimethyl-1-piperazin-1-yl-propan-1-one), C(C)OC(CCC1=CC(=C(C=C1)C1=CC=C(C=C1)C=O)OCCOC)=O (Ethyl-3-[4′-Formyl-2-(2-methoxy-ethoxy)-biphenyl-4-yl]-propionate), resin. The solvent is C1CCOC1 (THF), C1CCOC1 (THF). Conditions: time 8 hour. The product is C(C)OC(CCC1=CC(=C(C=C1)C1=CC=C(C=C1)CN1CCN(CC1)C(C(C)(C)C)=O)OCCCOC)=O (Ethyl-3-[4′-[4-(2,2-Dimethyl-propionyl)-piperazin-1-yl-methyl]-2-(3-methoxy-propoxy)-biphenyl-4-yl]propionate). Isolated yield 153.6%. As a reaction SMILES: [CH3:1][C:2]([CH3:12])([CH3:11])[C:3]([N:5]1[CH2:10][CH2:9][NH:8][CH2:7][CH2:6]1)=[O:4].[CH2:13]([O:15][C:16](=[O:38])[CH2:17][CH2:18][C:19]1[CH:24]=[CH:23][C:22]([C:25]2[CH:30]=[CH:29][C:28]([CH:31]=O)=[CH:27][CH:26]=2)=[C:21]([O:33]CCOC)[CH:20]=1)[CH3:14]>C1COCC1>[CH2:13]([O:15][C:16](=[O:38])[CH2:17][CH2:18][C:19]1[CH:24]=[CH:23][C:22]([C:25]2[CH:30]=[CH:29][C:28]([CH2:31][N:8]3[CH2:9][CH2:10][N:5]([C:3](=[O:4])[C:2]([CH3:12])([CH3:11])[CH3:1])[CH2:6][CH2:7]3)=[CH:27][CH:26]=2)=[C:21]([O:33][CH2:18][CH2:17][CH2:16][O:15][CH3:13])[CH:20]=1)[CH3:14]. Procedure details: To a solution of 2,2-dimethyl-1-piperazin-1-yl-propan-1-one (37.45 mg, 0.22 mmol) in THF (2 mL) concentrated acetic acid (63 μL, 1.1 mmol), Ethyl-3-[4′-Formyl-2-(2-methoxy-ethoxy)-biphenyl-4-yl]-propionate (74 mg, 0.2 mmol) dissolved in THF (1 mL) and cyanoborhydride resin (123 mg, 0.3 mmol) was added. The reaction was shaken in a closed-vessel under argon at r.t. overnight. The mixture was filtered and dried under reduced pressure. The residue was redissolved in ethyl acetate (20 mL) and washed... Starting materials: COC(=O)OC, [H-], [Na+], C1CCOC1, O=C1CCCS(=O)(=O)c2ccccc21. Yields the product COC(=O)C1CCS(=O)(=O)c2ccccc2C1=O. RXN SMILES: [CH3:17][O:18][C:19]([O:20][CH3:22])=[O:21].[H-:1].[Na+:2].[O:23]1[CH2:24][CH2:25][CH2:26][CH2:27]1.[S:3]1(=[O:15])(=[O:16])[CH2:4][CH2:5][CH2:6][C:7](=[O:14])[c:8]2[c:9]1[cH:10][cH:11][cH:12][cH:13]2>>[S:3]1(=[O:15])(=[O:16])[CH2:4][CH2:5][CH:6]([C:19]([O:18][CH3:17])=[O:20])[C:7](=[O:14])[c:8]2[c:9]1[cH:10][cH:11][cH:12][cH:13]2. The reactants are [K+], O=[Mn](=O)(=O)[O-], [Na+], [Na+], [Na+], O=C(O)c1ccc(N2CCOCC2)c(C(F)(F)F)c1, [OH-], O, O=S([O-])([O-])=S. Yields the product O=C(O)c1ccc(N2CCOCC2=O)c(C(F)(F)F)c1. Reaction SMILES: [K+:27].[Mn:22](=[O:23])([O-:24])(=[O:25])=[O:26].[Na+:21].[Na+:33].[Na+:34].[O:1]1[CH2:2][CH2:3][N:4]([c:7]2[c:8]([C:16]([F:17])([F:18])[F:19])[cH:9][c:10]([C:11](=[O:12])[OH:13])[cH:14][cH:15]2)[CH2:5][CH2:6]1.[OH-:20].[OH2:35].[S:28]([O-:29])([O-:30])(=[O:31])=[S:32]>>[O:1]1[CH2:2][CH2:3][N:4]([c:7]2[c:8]([C:16]([F:17])([F:18])[F:19])[cH:9][c:10]([C:11](=[O:12])[OH:13])[cH:14][cH:15]2)[C:5](=[O:23])[CH2:6]1. Starting materials: C(C)OC1CCC(N1)=O (5-ethoxy-pyrrolidin-2-one), C(CC)S (propanethiol). Reaction conditions: time 45 minute. The product is C(CC)SC1CCC(N1)=O (5-propylthio-pyrrolidin-2-one). Reaction SMILES: C(O[CH:4]1[NH:8][C:7](=[O:9])[CH2:6][CH2:5]1)C.[CH2:10]([SH:13])[CH2:11][CH3:12]>>[CH2:10]([S:13][CH:4]1[NH:8][C:7](=[O:9])[CH2:6][CH2:5]1)[CH2:11][CH3:12]. Procedure: A mixture of 4 g of 5-ethoxy-pyrrolidin-2-one, 30 cm3 of propanethiol and 2 g of Amberlite-15 resin is agitated for 2 hour 45 minutes at ambient temperature. The resin is filtered off, then the excess propanethiol is distillated. 2.8 g of the expected product is obtained, isolated from isopropyl ether. m.p. 40°-42° C. Reactants: BrC1=CC=C(C=C1)C(C=1OCC(N1)(C)C)(C)C (4-bromo-α,α-dimethyl-α-(4,4-dimethyloxazolin-2-yl)toluene), C(CCC)[Li] (n-butyllithium), CN(C(=O)C1CC1)C (N,N-dimethyl cyclopropylcarboxylic acid amide). The solvent is C1CCOC1 (THF), C1CCOC1 (THF). Run at temperature -78 celsius, time 30 minute. Product: C1(CC1)C(C1=CC=C(C=C1)C(C=1OCC(N1)(C)C)(C)C)=O (4-(cyclopropyl-oxo-methyl)-α,α-dimethyl-α-(4,4-dimethyloxazolin-2-yl)toluene). Isolated yield 72.0%. As a reaction SMILES: Br[C:2]1[CH:7]=[CH:6][C:5]([C:8]([CH3:17])([CH3:16])[C:9]2[O:10][CH2:11][C:12]([CH3:15])([CH3:14])[N:13]=2)=[CH:4][CH:3]=1.C([Li])CCC.CN(C)[C:25]([CH:27]1[CH2:29][CH2:28]1)=[O:26]>C1COCC1>[CH:27]1([C:25](=[O:26])[C:2]2[CH:7]=[CH:6][C:5]([C:8]([CH3:17])([CH3:16])[C:9]3[O:10][CH2:11][C:12]([CH3:15])([CH3:14])[N:13]=3)=[CH:4][CH:3]=2)[CH2:29][CH2:28]1. Procedure details: A solution of 4-bromo-α,α-dimethyl-α-(4,4-dimethyloxazolin-2-yl)toluene, prepared according to Example 2, (10.0 g. 0.0338 mole) in 400 mL THF was cooled to −78° C., n-butyllithium (16 mL, 0.042 mole) was added via syringe, and the mixture was stirred at −78° C. for 30 minutes. While keeping the temperature below −75° C., N,N-dimethyl cyclopropylcarboxylic acid amide (11.5 g, 0.102 mole) in 30 mL THF was added dropwise, and the mixture was stirred at −78° C. for 30 minutes. The mixture was allowe... The reactants are C(C1=CC=CC=C1)O[C@@H]([C@H](N)C(=O)O)C (O-benzyl-threonine), C(=O)([O-])[O-].[Na+].[Na+] (Na2CO3), C(C1=CC=CC=C1)(=O)Cl (Benzoyl chloride). Solvent: O (water), O1CCCC1 (tetrahydrofuran), O1CCCC1 (THF). Yields the product C(C1=CC=CC=C1)(=O)N[C@@H]([C@H](OCC1=CC=CC=C1)C)C(=O)O (Nα -benzoyl-O-benzyl-threonine). RXN SMILES: [CH2:1]([O:8][C@H:9]([CH3:15])[C@@H:10]([C:12]([OH:14])=[O:13])[NH2:11])[C:2]1[CH:7]=[CH:6][CH:5]=[CH:4][CH:3]=1.C([O-])([O-])=O.[Na+].[Na+].[C:22](Cl)(=[O:29])[C:23]1[CH:28]=[CH:27][CH:26]=[CH:25][CH:24]=1>O.O1CCCC1>[C:22]([NH:11][C@H:10]([C:12]([OH:14])=[O:13])[C@@H:9]([CH3:15])[O:8][CH2:1][C:2]1[CH:7]=[CH:6][CH:5]=[CH:4][CH:3]=1)(=[O:29])[C:23]1[CH:28]=[CH:27][CH:26]=[CH:25][CH:24]=1 |f:1.2.3|. Procedure details: A mixture containing 10 mmoles of O-benzyl-threonine, 10 mmoles of Na2CO3 in water and tetrahydrofuran (THF) is stirred at room temperature. Benzoyl chloride (10 mmoles), dissolved in anhydrous THF, is added gradually with continued stirring at room temperature. The reaction mixture is stirred until the reaction is completed as judged by thin layer chromatography (TLC). The solvent is removed by a rotary evaporator at 30° C. An excess of water is added and the reaction mixture extracted several ... Reactants: ClC=1C(=NC=NC1Cl)N (5,6-dichloropyrimidin-4-amine), NCC1CCN(CC1)C(=O)OC(C)(C)C (tert-butyl 4-(aminomethyl)piperidine-1-carboxylate), O1C2=C(OCC1)C=C(C=C2)B(O)O ((2,3-dihydrobenzo[b][1,4]dioxin-6-yl)boronic acid), C(C=C)(=O)Cl (acryloyl chloride). Yields the product NC1=C(C(=NC=N1)NCC1CCN(CC1)C(C=C)=O)C1=CC2=C(OCCO2)C=C1 (1-(4-(((6-amino-5-(2,3-dihydrobenzo[b][1,4]dioxin-6-yl)pyrimidin-4-yl)amino)methyl)piperidin-1-yl)prop-2-en-1-one). As a reaction SMILES: Cl[C:2]1[C:3]([NH2:9])=[N:4][CH:5]=[N:6][C:7]=1Cl.[NH2:10][CH2:11][CH:12]1[CH2:17][CH2:16][N:15]([C:18]([O:20]C(C)(C)C)=O)[CH2:14][CH2:13]1.[O:25]1[CH2:30][CH2:29][O:28][C:27]2[CH:31]=[C:32](B(O)O)[CH:33]=[CH:34][C:26]1=2.[C:38](Cl)(=O)[CH:39]=C>>[NH2:9][C:3]1[N:4]=[CH:5][N:6]=[C:7]([NH:10][CH2:11][CH:12]2[CH2:13][CH2:14][N:15]([C:18](=[O:20])[CH:38]=[CH2:39])[CH2:16][CH2:17]2)[C:2]=1[C:32]1[CH:33]=[CH:34][C:26]2[O:25][CH2:30][CH2:29][O:28][C:27]=2[CH:31]=1. Reported procedure: 1-(4-(((6-amino-5-(2,3-dihydrobenzo[b][1,4]dioxin-6-yl)pyrimidin-4-yl)amino)methyl)piperidin-1-yl)prop-2-en-1-one was prepared from 5,6-dichloropyrimidin-4-amine, tert-butyl 4-(aminomethyl)piperidine-1-carboxylate, (2,3-dihydrobenzo[b][1,4]dioxin-6-yl)boronic acid, and acryloyl chloride in four steps according to general scheme 2, using methods I, C, D and G. MS: m/z=396 [M+H]+. 1H-NMR (400 MHz, DMSO-d6) δ 8.33 (s, 1H), 7.07 (d, 1H), 7.04 (d, 1H), 6.93 (s, 2H), 6.83-6.73 (m, 2H), 6.70 (dd, 1H), ... Reactants: OC1=C(C=C(C=C1C1=CC=CC=C1)SC#N)C1=CC=CC=C1 (2'-hydroxy[1,1':3',1"-terphenyl]-5'-yl thiocyanate), O (water), C(C)P(CC)CC (Triethylphosphine). Run in CC(=O)C (acetone). Conditions: temperature -5 celsius, time 2 hour. Yields the product SC=1C=C(C(=C(C1)C1=CC=CC=C1)O)C1=CC=CC=C1 (5'-mercapto[1,1':3',1"-terphenyl]-2'-ol). RXN SMILES: [OH:1][C:2]1[C:7]([C:8]2[CH:13]=[CH:12][CH:11]=[CH:10][CH:9]=2)=[CH:6][C:5]([S:14]C#N)=[CH:4][C:3]=1[C:17]1[CH:22]=[CH:21][CH:20]=[CH:19][CH:18]=1.O.C(P(CC)CC)C>CC(C)=O>[SH:14][C:5]1[CH:4]=[C:3]([C:17]2[CH:18]=[CH:19][CH:20]=[CH:21][CH:22]=2)[C:2]([OH:1])=[C:7]([C:8]2[CH:9]=[CH:10][CH:11]=[CH:12][CH:13]=2)[CH:6]=1. Procedure: The title compound of Example 15 (32.2 g, 0.106 mole) and water (1.9 ml) were dissolved in acetone (150 ml) with stirring and cooled to -5° C. Triethylphosphine (15.7 ml, 0.106 mole) was added dropwise over a period of 40 minutes. The reaction was stirred at 0° C. for 1 hour and then at room temperature for 2 hours. The solvent was evaporated and the product isolated by chromatography on silica. Reactants: CCOC(=O)CNc1cc(C2CCCNC2)ccc1C, Cc1ccccc1, O=C(OCc1ccc(C(F)(F)F)cc1)n1ccnc1. Product: CCOC(=O)CNc1cc(C2CCCN(C(=O)OCc3ccc(C(F)(F)F)cc3)C2)ccc1C. RXN SMILES: [CH2:1]([CH3:2])[O:3][C:4]([CH2:5][NH:6][c:7]1[c:8]([CH3:19])[cH:9][cH:10][c:11]([CH:13]2[CH2:14][NH:15][CH2:16][CH2:17][CH2:18]2)[cH:12]1)=[O:20].[CH3:40][c:41]1[cH:42][cH:43][cH:44][cH:45][cH:46]1.[F:21][C:22]([c:23]1[cH:24][cH:25][c:26]([CH2:27][O:28][C:29](=[O:30])[n:31]2[cH:32][cH:33][n:34][cH:35]2)[cH:36][cH:37]1)([F:38])[F:39]>>[CH2:1]([CH3:2])[O:3][C:4]([CH2:5][NH:6][c:7]1[c:8]([CH3:19])[cH:9][cH:10][c:11]([CH:13]2[CH2:14][N:15]([C:29]([O:28][CH2:27][c:26]3[cH:25][cH:24][c:23]([C:22]([F:21])([F:38])[F:39])[cH:37][cH:36]3)=[O:30])[CH2:16][CH2:17][CH2:18]2)[cH:12]1)=[O:20]. The reactants are COC(=O)C(C)(C)c1ccc(Cl)cc1, O, O=[N+]([O-])O, O=S(=O)(O)O. Yields the product COC(=O)C(C)(C)c1ccc(Cl)c([N+](=O)[O-])c1. RXN SMILES: [Cl:10][c:11]1[cH:12][cH:13][c:14]([C:17]([C:18](=[O:19])[O:20][CH3:21])([CH3:22])[CH3:23])[cH:15][cH:16]1.[OH2:24].[OH:1][N+:2]([O-:3])=[O:4].[S:5](=[O:6])(=[O:7])([OH:8])[OH:9]>>[O-:1][N+:2](=[O:4])[c:16]1[c:11]([Cl:10])[cH:12][cH:13][c:14]([C:17]([C:18](=[O:19])[O:20][CH3:21])([CH3:22])[CH3:23])[cH:15]1.